From a dataset of the Open Reaction Database (ORD), a public repository of structured organic reaction records. describe an organic reaction: reactants, conditions, products, and yield Product: Cc1ncccc1-c1cc(Cl)ncc1Br. Reactants: Clc1cc(I)c(Br)cn1, CC(=O)[O-], Cc1ncccc1OS(=O)(=O)C(F)(F)F, CN(C)C=O, [K+], [Na+], [Na+], O=C([O-])[O-], O. RXN SMILES: [Br:21][c:22]1[c:23]([I:29])[cH:24][c:25]([Cl:28])[n:26][cH:27]1.[CH3:17][C:18](=[O:19])[O-:20].[CH3:1][c:2]1[n:3][cH:4][cH:5][cH:6][c:7]1[O:8][S:9]([C:10]([F:11])([F:12])[F:13])(=[O:14])=[O:15].[CH3:36][N:37]([CH3:38])[CH:39]=[O:40].[K+:16].[Na+:30].[Na+:31].[O-:32][C:33](=[O:34])[O-:35].[OH2:41]>>[CH3:1][c:2]1[n:3][cH:4][cH:5][cH:6][c:7]1-[c:23]1[c:22]([Br:21])[cH:27][n:26][c:25]([Cl:28])[cH:24]1. Reactants: CC(C)(C)Nc1nc(NCc2ccccc2)ncc1F, CC(=O)O. Product: CC(C)(C)Nc1nc(N)ncc1F. RXN SMILES: [CH2:1]([c:2]1[cH:3][cH:4][cH:5][cH:6][cH:7]1)[NH:8][c:9]1[n:10][cH:11][c:12]([F:20])[c:13]([NH:15][C:16]([CH3:17])([CH3:18])[CH3:19])[n:14]1.[CH3:21][C:22](=[O:23])[OH:24]>>[NH2:8][c:9]1[n:10][cH:11][c:12]([F:20])[c:13]([NH:15][C:16]([CH3:17])([CH3:18])[CH3:19])[n:14]1. Reactants: ClC=1C=C(C=O)C=CC1 (3-chlorobenzaldehyde), ClC=1C=C(C=CC1)C(C#N)OC1OCCCC1 (2-(3-chlorophenyl)-2-[(tetrahydropyran-2-yloxy)]acetonitrile), C(=O)=O.CO.O (dry ice methanol water), [Cl-].[NH4+] (ammonium chloride), N (ammonia), solution, [Na] (sodium), [Na] (sodium). Run in CCCCCC (hexane), C(C)(=O)OCC (ethyl acetate), C(C)O (ethanol). Run at time 16 hour. Yields the product Cl.ClC=1C=C(C=CC1)C(C(=N)N)OC1OCCCC1 (2-(3-chlorophenyl)-2-(tetrahydropyran-2-yloxy)acetamidine hydrochloride). As a reaction SMILES: [Cl:1]C1C=C(C=CC=1)C=O.[Na].[Cl:11][C:12]1[CH:13]=[C:14]([CH:18]([O:21][CH:22]2[CH2:27][CH2:26][CH2:25][CH2:24][O:23]2)[C:19]#[N:20])[CH:15]=[CH:16][CH:17]=1.C(=O)=O.CO.O.[NH3:34].[Cl-].[NH4+]>CCCCCC.C(OCC)(=O)C.C(O)C>[ClH:1].[Cl:11][C:12]1[CH:13]=[C:14]([CH:18]([O:21][CH:22]2[CH2:27][CH2:26][CH2:25][CH2:24][O:23]2)[C:19]([NH2:34])=[NH:20])[CH:15]=[CH:16][CH:17]=1 |f:3.4.5,7.8,12.13,^1:9|. Reported procedure: To a solution of sodium bisulfite (27.66 g, 0.266 mol) in water (120 mL) was added 3-chlorobenzaldehyde (25.0 g, 0.178 mol). After stirring for 20 min, a solution of sodium cyanide (12.4 g, 0.2525 mol) in water (80 mL) was added dropwise. Ethyl acetate (50 mL) was added and the resulting mixture was stirred for another 3 h. The organic layer was collected, washed with brine, dried (sodium sulfate), filtered and evaporated to dryness. The residue was dissolved in dichloromethane (200 mL) and cool... The reactants are FC=1C=C2C(=NC1)N(N=C2C=2N=C(C1=C(N2)NC(C1(C)C)=O)I)CC1=NC=CC=C1F (2-{5-Fluoro-1-[(3-fluoropyridin-2-yl)methyl]-1H-pyrazolo[3,4-b]pyridin-3-yl}-4-iodo-5,5-dimethyl-5,7-dihydro-6H-pyrrolo[2,3-d]pyrimidin-6-one), C(C)(C)N(C(C)C)CC (N,N-diisopropyl ethylamine), Cl.FC1CNC1 (3-fluoroazetidine hydrochloride). Solvent: CN1C(CCC1)=O (1-methyl-2-pyrrolidone). Conditions: temperature 150 celsius. Product: FC1CN(C1)C=1C2=C(N=C(N1)C1=NN(C3=NC=C(C=C31)F)CC3=NC=CC=C3F)NC(C2(C)C)=O (4-(3-Fluoroazetidin-1-yl)-2-{5-fluoro-1-[(3-fluoropyridin-2-yl)methyl]-1H-pyrazolo[3,4-b]pyridin-3-yl}-5,5-dimethyl-5,7-dihydro-6H-pyrrolo[2,3-d]pyrimidin-6-one). RXN SMILES: [F:1][C:2]1[CH:3]=[C:4]2[C:10]([C:11]3[N:12]=[C:13](I)[C:14]4[C:19]([CH3:21])([CH3:20])[C:18](=[O:22])[NH:17][C:15]=4[N:16]=3)=[N:9][N:8]([CH2:24][C:25]3[C:30]([F:31])=[CH:29][CH:28]=[CH:27][N:26]=3)[C:5]2=[N:6][CH:7]=1.C(N(CC)C(C)C)(C)C.Cl.[F:42][CH:43]1[CH2:46][NH:45][CH2:44]1>CN1CCCC1=O>[F:42][CH:43]1[CH2:46][N:45]([C:13]2[C:14]3[C:19]([CH3:21])([CH3:20])[C:18](=[O:22])[NH:17][C:15]=3[N:16]=[C:11]([C:10]3[C:4]4[C:5](=[N:6][CH:7]=[C:2]([F:1])[CH:3]=4)[N:8]([CH2:24][C:25]4[C:30]([F:31])=[CH:29][CH:28]=[CH:27][N:26]=4)[N:9]=3)[N:12]=2)[CH2:44]1 |f:2.3|. Reported procedure: 150 mg (0.155 mmol, approx. 55% purity) of the compound obtained in example 21A was dissolved in 1-methyl-2-pyrrolidone (2.7 ml) in a reaction vessel suitable for a microwave, and 0.423 ml (2.430 mmol) of N,N-diisopropyl ethylamine and 270 mg (2.420 mmol) of 3-fluoroazetidine hydrochloride were added. Then it was sealed with a corresponding septum and it was heated in the microwave at 150° C. for 3 h. After cooling, the reaction mixture was purified by preparative HPLC (acetonitrile:water (+0.05... Reactants: C(C)(C)(C)OC(=O)N1[C@@H](CCC1)C(=O)OCOC(N(C[C@H]1CN(C(O1)=O)C1=CC(=C(C=C1)N1CC2=NN(C=C2C1)C)F)C(C)=O)=O ((S)-Pyrrolidine-1,2-dicarboxylic acid 2-[(acetyl-{(R)-3-[3-fluoro-4-(2-methyl-2,6-dihydro-4H-pyrrolo[3,4-c]pyrazol-5-yl)-phenyl]-2-oxo-oxazolidin-5-ylmethyl}-carbamoyloxy)-methyl]ester 1-tert-butyl ester), C(=O)(C(F)(F)F)O (TFA). Run in ClCCl (dichloromethane). Conditions: time 2 hour. The product is C(C)(=O)N(C(=O)OCOC(=O)[C@H]1NCCC1)C[C@H]1CN(C(O1)=O)C1=CC(=C(C=C1)N1CC2=NN(C=C2C1)C)F ((S)-Pyrrolidine-2-carboxylic acid (acetyl-{(R)-3-[3-fluoro-4-(2-methyl-2,6-dihydro-4H-pyrrolo[3,4-c]pyrazol-5-yl)-phenyl]-2-oxo-oxazolidin-5-ylmethyl}-carbamoyloxy)-methyl ester). Reaction SMILES: C(OC([N:8]1[CH2:12][CH2:11][CH2:10][C@H:9]1[C:13]([O:15][CH2:16][O:17][C:18](=[O:46])[N:19]([C:43](=[O:45])[CH3:44])[CH2:20][C@@H:21]1[O:25][C:24](=[O:26])[N:23]([C:27]2[CH:32]=[CH:31][C:30]([N:33]3[CH2:40][C:39]4[C:35](=[N:36][N:37]([CH3:41])[CH:38]=4)[CH2:34]3)=[C:29]([F:42])[CH:28]=2)[CH2:22]1)=[O:14])=O)(C)(C)C.C(O)(C(F)(F)F)=O>ClCCl>[C:43]([N:19]([CH2:20][C@@H:21]1[O:25][C:24](=[O:26])[N:23]([C:27]2[CH:32]=[CH:31][C:30]([N:33]3[CH2:40][C:39]4[C:35](=[N:36][N:37]([CH3:41])[CH:38]=4)[CH2:34]3)=[C:29]([F:42])[CH:28]=2)[CH2:22]1)[C:18]([O:17][CH2:16][O:15][C:13]([C@@H:9]1[CH2:10][CH2:11][CH2:12][NH:8]1)=[O:14])=[O:46])(=[O:45])[CH3:44]. Procedure details: To a solution of 11 (1 equiv) in dichloromethane at rt under nitrogen is added TFA (5 equiv) dropwise. The reaction mixture is stirred at rt for 2 h, concentrated in vacuo, purified directly by HPLC (C-18 column, 0-100% gradient elution, MeCN:H2O with 0.1% TFA), and fractions containing product are lyophilized to give the title compound. Theoretical MS 545 (M+1)+ Starting materials: CCCCN, CO, CON1C(C)(C)CC(=O)CC1(C)C. Product: CCCCNC1CC(C)(C)N(OC)C(C)(C)C1. As a reaction SMILES: [CH2:14]([CH2:15][CH2:16][CH3:17])[NH2:18].[CH3:19][OH:20].[CH3:1][O:2][N:3]1[C:4]([CH3:12])([CH3:13])[CH2:5][C:6](=[O:11])[CH2:7][C:8]1([CH3:9])[CH3:10]>>[CH3:1][O:2][N:3]1[C:4]([CH3:12])([CH3:13])[CH2:5][CH:6]([NH:18][CH2:14][CH2:15][CH2:16][CH3:17])[CH2:7][C:8]1([CH3:9])[CH3:10]. Yields the product CCCCSc1nnc(C)s1. Starting materials: CCCCBr, CN([SiH](C)C)[Si](C)(C)C, Cc1ccccc1, CN(C)P(=O)(N(C)C)N(C)C, O=C1NS(=O)(=O)c2ccccc21, Cc1nnc(S)s1. Reaction SMILES: [CH2:8]([CH2:9][CH2:10][CH3:11])[Br:12].[CH3:13][SiH:14]([CH3:15])[N:16]([CH3:17])[Si:18]([CH3:19])([CH3:20])[CH3:21].[CH3:22][c:23]1[cH:24][cH:25][cH:26][cH:27][cH:28]1.[CH3:29][N:30]([CH3:31])[P:32](=[O:33])([N:34]([CH3:35])[CH3:36])[N:37]([CH3:38])[CH3:39].[O:40]=[C:41]1[c:42]2[c:43]([cH:44][cH:45][cH:46][cH:47]2)[S:48](=[O:49])(=[O:50])[NH:51]1.[SH:1][c:2]1[n:3][n:4][c:5]([CH3:7])[s:6]1>>[S:1]([c:2]1[n:3][n:4][c:5]([CH3:7])[s:6]1)[CH2:8][CH2:9][CH2:10][CH3:11]. The reactants are CC(=O)O, N#Cc1n[nH]cc1-c1ccc(Cl)cc1C(=O)c1ccccc1F, [NH4+], [OH-]. Product: Fc1ccccc1C1=NCc2n[nH]cc2-c2ccc(Cl)cc21. As a reaction SMILES: [CH3:26][C:27](=[O:28])[OH:29].[F:1][c:2]1[c:3]([C:4](=[O:5])[c:6]2[c:7](-[c:13]3[c:14]([C:18]#[N:19])[n:15][nH:16][cH:17]3)[cH:8][cH:9][c:10]([Cl:12])[cH:11]2)[cH:20][cH:21][cH:22][cH:23]1.[NH4+:24].[OH-:25]>>[F:1][c:2]1[c:3]([C:4]2=[N:19][CH2:18][c:14]3[c:13]([cH:17][nH:16][n:15]3)-[c:7]3[c:6]2[cH:11][c:10]([Cl:12])[cH:9][cH:8]3)[cH:20][cH:21][cH:22][cH:23]1. Reactants: [Si](C)(C)(C(C)(C)C)N1C(CCC1CO[Si](C)(C)C(C)(C)C)=O (N-tert-butyldimethylsilyl-5-tert-butyldimethylsiloxymethyl-2-oxopyrrolidine), C(C)(C)[N-]C(C)C.[Li+] (lithium diisopropylamide), C(C=C)OC(=O)N1[C@@H](C[C@@H](C1)SC(C1=CC=CC=C1)(C1=CC=CC=C1)C1=CC=CC=C1)CI ((2S,4S)-N-allyloxycarbonyl-2-iodomethyl-4-tritylthiopyrrolidine). Yields the product C(C1=CC=CC=C1)(C1=CC=CC=C1)(C1=CC=CC=C1)SC1CCNC1 (4-tritylthiopyrrolidine). Yield: 32.9%. RXN SMILES: [Si](N1C(CO[Si](C(C)(C)C)(C)C)CCC1=O)(C(C)(C)C)(C)C.C([N-]C(C)C)(C)C.[Li+].C(OC([N:37]1[CH2:41][C@@H:40]([S:42][C:43]([C:56]2[CH:61]=[CH:60][CH:59]=[CH:58][CH:57]=2)([C:50]2[CH:55]=[CH:54][CH:53]=[CH:52][CH:51]=2)[C:44]2[CH:49]=[CH:48][CH:47]=[CH:46][CH:45]=2)[CH2:39][C@H:38]1CI)=O)C=C>>[C:43]([S:42][CH:40]1[CH2:41][NH:37][CH2:38][CH2:39]1)([C:50]1[CH:51]=[CH:52][CH:53]=[CH:54][CH:55]=1)([C:56]1[CH:61]=[CH:60][CH:59]=[CH:58][CH:57]=1)[C:44]1[CH:49]=[CH:48][CH:47]=[CH:46][CH:45]=1 |f:1.2|. Procedure: The same procedure as in Reference Example 22-1 was carried out by using N-tert-butyldimethylsilyl-5-tert-butyldimethylsiloxymethyl-2-oxopyrrolidine (10.67 g, 31.6 mmol), lithium diisopropylamide (2.1M tetrahydrofuran solution, 15.1 ml, 31.6 mmol) and (2S,4S)-N-allyloxycarbonyl-2-iodomethyl-4-tritylthiopyrrolidine (10 g, 17.6 mmol) to obtain (2R,4S)-N-allyloxycarbonyl-2-(5S)-5-hydroxymethyl-2-oxopyrrolidin-3-ylmethyl]-4-tritylthiopyrrolidine (2 g, yield: 21%).